From a dataset of the Open Reaction Database (ORD), a public repository of structured organic reaction records. describe an organic reaction: reactants, conditions, products, and yield Reactants: Clc1ncc(Br)cn1, C1COCCO1, CCN(C(C)C)C(C)C, NCc1cc(C(F)(F)F)cc(C(F)(F)F)c1. Product: FC(F)(F)c1cc(CNc2ncc(Br)cn2)cc(C(F)(F)F)c1. Reaction SMILES: [Br:17][c:18]1[cH:19][n:20][c:21]([Cl:24])[n:22][cH:23]1.[CH2:34]1[O:35][CH2:36][CH2:37][O:38][CH2:39]1.[CH:25]([N:26]([CH2:27][CH3:28])[CH:29]([CH3:30])[CH3:31])([CH3:32])[CH3:33].[F:1][C:2]([c:3]1[cH:4][c:5]([CH2:6][NH2:7])[cH:8][c:9]([C:11]([F:12])([F:13])[F:14])[cH:10]1)([F:15])[F:16]>>[F:1][C:2]([c:3]1[cH:4][c:5]([CH2:6][NH:7][c:21]2[n:20][cH:19][c:18]([Br:17])[cH:23][n:22]2)[cH:8][c:9]([C:11]([F:12])([F:13])[F:14])[cH:10]1)([F:15])[F:16]. Reactants: FC1=C(C(=C(C=O)C=C1)O)O (4-fluoro-2,3-dihydroxy-benzaldehyde), CC(C)(C)[O-].[Na+] (NaOtBu), BrCCCOCC1=CC=CC=C1 ((3-bromo-propoxymethyl)-benzene). Run in CS(=O)C (DMSO). Product: C(C1=CC=CC=C1)OCCCOC=1C(=C(C=O)C=CC1F)O (3-(3-Benzyloxy-propoxy)-4-fluoro-2-hydroxy-benzaldehyde). As a reaction SMILES: [F:1][C:2]1[CH:9]=[CH:8][C:5]([CH:6]=[O:7])=[C:4]([OH:10])[C:3]=1[OH:11].CC([O-])(C)C.[Na+].Br[CH2:19][CH2:20][CH2:21][O:22][CH2:23][C:24]1[CH:29]=[CH:28][CH:27]=[CH:26][CH:25]=1>CS(C)=O>[CH2:23]([O:22][CH2:21][CH2:20][CH2:19][O:11][C:3]1[C:4]([OH:10])=[C:5]([CH:8]=[CH:9][C:2]=1[F:1])[CH:6]=[O:7])[C:24]1[CH:29]=[CH:28][CH:27]=[CH:26][CH:25]=1 |f:1.2|. Procedure: Synthesized according to the methods of general procedure 4 in U.S. Pat. Pub. No. 20090227541 (U.S. patent application Ser. No. 12/142,692) using the following reactants and amounts: 4-fluoro-2,3-dihydroxy-benzaldehyde (5.15 g, 32.9 mmol), NaOtBu (6.95 g, 72.3 mmol), DMSO (200 mL), (3-bromo-propoxymethyl)-benzene (8.31 g, 36.3 mmol). Purification: Biotage silica gel chromatography (hexanes/ethyl acetate gradient) generated 4.00 g of a mixture of the title compound and the dialkylated product. Th... Procedure: A solution of 45 ml (0.47 mol) of 3-bromopyridine and 52 g (0.53 mol) of 5-hexyn-l-ol in 150 ml of triethylamine and 500 ml of dichloromethane is degassed for 15 minutes with argon, and 3 g (4.3 mmol) of bis(triphenylphosphine)palladium(II)chloride and -350 mg of cuprous iodide is added. The mixture is heated at reflux for 3 h. The cooled reaction mixture is diluted with 1 liter of dichloromethane and is washed with water and brine, dried (K2CO3), concentrated and bulb-to-bulb distilled (b.p. 12... Run in C(C)N(CC)CC (triethylamine), ClCCl (dichloromethane), ClCCl (dichloromethane). Reactants: BrC=1C=NC=CC1 (3-bromopyridine), C(CCCC#C)O (5-hexyn-l-ol), cuprous iodide. Reaction SMILES: Br[C:2]1[CH:3]=[N:4][CH:5]=[CH:6][CH:7]=1.[CH2:8]([OH:14])[CH2:9][CH2:10][CH2:11][C:12]#[CH:13]>C(N(CC)CC)C.ClCCl.C1C=CC(P(C2C=CC=CC=2)C2C=CC=CC=2)=CC=1.C1C=CC(P(C2C=CC=CC=2)C2C=CC=CC=2)=CC=1.Cl[Pd]Cl>[N:4]1[CH:5]=[CH:6][CH:7]=[C:2]([C:13]#[C:12][CH2:11][CH2:10][CH2:9][CH2:8][OH:14])[CH:3]=1 |f:4.5.6|. Isolated yield 76.5%. The reagents and catalysts are C1=CC=C(C=C1)P(C2=CC=CC=C2)C3=CC=CC=C3.C1=CC=C(C=C1)P(C2=CC=CC=C2)C3=CC=CC=C3.Cl[Pd]Cl (bis(triphenylphosphine)palladium(II)chloride). Yields the product N1=CC(=CC=C1)C#CCCCCO (6-(3-pyridyl)hex-5-ynol).